From a dataset of the Open Reaction Database (ORD), a public repository of structured organic reaction records. describe an organic reaction: reactants, conditions, products, and yield The reactants are CCOC(=O)c1cc2ccccc2[nH]1, C1CCOC1, CO, [K+], [OH-], O, O=C(O)CC(O)(CC(=O)O)C(=O)O. Product: O=C(O)c1cc2ccccc2[nH]1. RXN SMILES: [CH2:1]([CH3:2])[O:3][C:4](=[O:5])[c:6]1[nH:7][c:8]2[cH:9][cH:10][cH:11][cH:12][c:13]2[cH:14]1.[CH2:28]1[O:29][CH2:30][CH2:31][CH2:32]1.[CH3:33][OH:34].[K+:37].[OH-:36].[OH2:35].[OH:15][C:16]([CH2:17][C:18]([C:19](=[O:20])[OH:21])([CH2:22][C:23](=[O:24])[OH:25])[OH:26])=[O:27]>>[O:3]=[C:4]([OH:5])[c:6]1[nH:7][c:8]2[cH:9][cH:10][cH:11][cH:12][c:13]2[cH:14]1. Reactants: BrC=1C=CC=C2N=CC(=NC12)Cl (8-bromo-2-chloroquinoxaline), C(C)(C)(C)N (tert-butylamine), C(Cl)Cl (DCM). Run in CS(=O)C (DMSO). Yields the product BrC=1C=CC=C2N=CC(=NC12)NC(C)(C)C (8-bromo-N-(tert-butyl)quinoxalin-2-amine). Isolated yield 99.5%. As a reaction SMILES: [Br:1][C:2]1[CH:3]=[CH:4][CH:5]=[C:6]2[C:11]=1[N:10]=[C:9](Cl)[CH:8]=[N:7]2.[C:13]([NH2:17])([CH3:16])([CH3:15])[CH3:14].C(Cl)Cl>CS(C)=O>[Br:1][C:2]1[CH:3]=[CH:4][CH:5]=[C:6]2[C:11]=1[N:10]=[C:9]([NH:17][C:13]([CH3:16])([CH3:15])[CH3:14])[CH:8]=[N:7]2. Procedure details: A solution of 8-bromo-2-chloroquinoxaline (Example 210e; 1.53 g, 6.28 mmol) and tert-butylamine (Aldrich; 3.30 mL, 31.4 mmol) in DMSO (15 mL) was stirred at 100° C. for 2 h. The mixture was treated with DCM (100 mL), and washed with saturated aq. NaHCO3 (2×50 mL) and brine (50 mL). The organic layer was dried over MgSO4, filtered, and concentrated. The crude material was purified on a silica gel column (23-32% EtOAc in hexanes) affording 8-bromo-N-(tert-butyl)quinoxalin-2-amine (1.75 g, 97% yiel... Starting materials: CN(C)C=O, Cc1cc(C=O)c(O)c(C(=O)O)c1, Cl, NO. Yields the product Cc1cc(C#N)c(O)c(C(=O)O)c1. RXN SMILES: [CH3:17][N:18]([CH3:19])[CH:20]=[O:21].[CH:1](=[O:2])[c:3]1[c:4]([OH:13])[c:5]([C:6](=[O:7])[OH:8])[cH:9][c:10]([CH3:12])[cH:11]1.[ClH:14].[NH2:15][OH:16]>>[C:1]([c:3]1[c:4]([OH:13])[c:5]([C:6](=[O:7])[OH:8])[cH:9][c:10]([CH3:12])[cH:11]1)#[N:15].